This data is from the Open Reaction Database (ORD), a public repository of structured organic reaction records. The task is: describe an organic reaction: reactants, conditions, products, and yield Reactants: CC(=O)OC(C)=O, Cn1c(=O)c(=O)[nH]c2cc(N)ccc21, [Na+], [OH-], O. Product: CC(=O)Nc1ccc2c(c1)[nH]c(=O)c(=O)n2C. As a reaction SMILES: [C:15]([CH3:16])(=[O:17])[O:18][C:19](=[O:20])[CH3:21].[NH2:1][c:2]1[cH:3][c:4]2[nH:5][c:6](=[O:14])[c:7](=[O:13])[n:8]([CH3:12])[c:9]2[cH:10][cH:11]1.[Na+:24].[OH-:23].[OH2:22]>>[NH:1]([c:2]1[cH:3][c:4]2[nH:5][c:6](=[O:14])[c:7](=[O:13])[n:8]([CH3:12])[c:9]2[cH:10][cH:11]1)[C:15]([CH3:16])=[O:17]. Reactants: C(C1=CC=CC=C1)OCC(O)CO (rac-1-O-Benzylglycerol), C(C1=CC=CC=C1)(C1=CC=CC=C1)(C1=CC=CC=C1)Cl (trityl chloride). Solvent: N1=CC=CC=C1 (pyridine). Conditions: time 2 day. The product is compound 12, C(C1=CC=CC=C1)OCC(O)COC(C1=CC=CC=C1)(C1=CC=CC=C1)C1=CC=CC=C1 (rac-1-O-benzyl-3-O-tritylglycerol). The yield is 71.9%. RXN SMILES: [CH2:1]([O:8][CH2:9][CH:10]([CH2:12][OH:13])[OH:11])[C:2]1[CH:7]=[CH:6][CH:5]=[CH:4][CH:3]=1.[C:14](Cl)([C:27]1[CH:32]=[CH:31][CH:30]=[CH:29][CH:28]=1)([C:21]1[CH:26]=[CH:25][CH:24]=[CH:23][CH:22]=1)[C:15]1[CH:20]=[CH:19][CH:18]=[CH:17][CH:16]=1>N1C=CC=CC=1>[CH2:1]([O:8][CH2:9][CH:10]([CH2:12][O:13][C:14]([C:15]1[CH:20]=[CH:19][CH:18]=[CH:17][CH:16]=1)([C:27]1[CH:28]=[CH:29][CH:30]=[CH:31][CH:32]=1)[C:21]1[CH:22]=[CH:23][CH:24]=[CH:25][CH:26]=1)[OH:11])[C:2]1[CH:7]=[CH:6][CH:5]=[CH:4][CH:3]=1. Procedure details: rac-1-O-Benzylglycerol (5.37 g, 29.5 mmol), trityl chloride (8.31 g, 29.8 mmol) and anhydrous pyridine (35 ml) were placed in a flame-dried 200 ml round-bottomed flask. The reaction mixture was stirred under anhydrous conditions at room temperature for two days. The precipitate which formed was filtered before H2O and ether were added. The ether layer was extracted with H2O, 1N HCl and H2O, and dried (MgSO4). The solvent was removed by reduced pressure to provide a viscous yellow oil. The crude ...